From a dataset of the Open Reaction Database (ORD), a public repository of structured organic reaction records. describe an organic reaction: reactants, conditions, products, and yield Product: C(C)OC([C@H](CC1=CC(=C(C=C1)OCCCOC1=CC=C(C=C1)C1=CC=CC=C1)C)OC)=O ((2S)-3-{4-[3-(Biphenyl-4-yloxy)-propoxy]-3-methyl-phenyl}-2-methoxy-propionic acid ethyl ester). Reported procedure: A mixture of 3-(4-Hydroxy-3-methyl-phenyl)-2-methoxy-propionic acid ethyl ester and from Step E and 4-(3-bromopropoxy)biphenyl were treated under standard condition I to give the title product. As a reaction SMILES: [CH2:1]([O:3][C:4](=[O:17])[CH:5]([O:15][CH3:16])[CH2:6][C:7]1[CH:12]=[CH:11][C:10]([OH:13])=[C:9]([CH3:14])[CH:8]=1)[CH3:2].Br[CH2:19][CH2:20][CH2:21][O:22][C:23]1[CH:28]=[CH:27][C:26]([C:29]2[CH:34]=[CH:33][CH:32]=[CH:31][CH:30]=2)=[CH:25][CH:24]=1>>[CH2:1]([O:3][C:4](=[O:17])[C@@H:5]([O:15][CH3:16])[CH2:6][C:7]1[CH:12]=[CH:11][C:10]([O:13][CH2:19][CH2:20][CH2:21][O:22][C:23]2[CH:28]=[CH:27][C:26]([C:29]3[CH:34]=[CH:33][CH:32]=[CH:31][CH:30]=3)=[CH:25][CH:24]=2)=[C:9]([CH3:14])[CH:8]=1)[CH3:2]. Reactants: C(C)OC(C(CC1=CC(=C(C=C1)O)C)OC)=O (3-(4-Hydroxy-3-methyl-phenyl)-2-methoxy-propionic acid ethyl ester), BrCCCOC1=CC=C(C=C1)C1=CC=CC=C1 (4-(3-bromopropoxy)biphenyl). Reactants: O=C(CCc1cccc(Oc2ccnc(-c3ncc(CO)[nH]3)c2)c1)Nc1ccc(Cl)c(C(F)(F)F)c1, ClCCl. The product is O=Cc1cnc(-c2cc(Oc3cccc(CCC(=O)Nc4ccc(Cl)c(C(F)(F)F)c4)c3)ccn2)[nH]1. RXN SMILES: [Cl:1][c:2]1[c:3]([C:33]([F:34])([F:35])[F:36])[cH:4][c:5]([NH:8][C:9]([CH2:10][CH2:11][c:12]2[cH:13][c:14]([O:18][c:19]3[cH:20][c:21](-[c:25]4[nH:26][c:27]([CH2:30][OH:31])[cH:28][n:29]4)[n:22][cH:23][cH:24]3)[cH:15][cH:16][cH:17]2)=[O:32])[cH:6][cH:7]1.[Cl:37][CH2:38][Cl:39]>>[Cl:1][c:2]1[c:3]([C:33]([F:34])([F:35])[F:36])[cH:4][c:5]([NH:8][C:9]([CH2:10][CH2:11][c:12]2[cH:13][c:14]([O:18][c:19]3[cH:20][c:21](-[c:25]4[nH:26][c:27]([CH:30]=[O:31])[cH:28][n:29]4)[n:22][cH:23][cH:24]3)[cH:15][cH:16][cH:17]2)=[O:32])[cH:6][cH:7]1.